From a dataset of the Open Reaction Database (ORD), a public repository of structured organic reaction records. describe an organic reaction: reactants, conditions, products, and yield Reactants: [OH-].[Na+] (NaOH), C(=O)(C(F)(F)F)O (TFA), C(C=C)OC(N(C1=CC(=NO1)C=1C=C2C=CN=CC2=CC1)C[C@H](CC1=CC=C(C=C1)Cl)NC(=O)OC(C)(C)C)=O (2-propen-1-yl((2S)-2-((tert-butoxycarbonyl)amino)-3-(4-chlorophenyl)propyl)(3-(6-isoquinolinyl)-5-isoxazolyl)carbamate), C[Si](NO[Si](C)(C)C)(C)C (N,O-bis(trimethylsilyl)hydroxylamine). Reagents/catalysts: [Pd].C1(=CC=CC=C1)P(C1=CC=CC=C1)C1=CC=CC=C1.C1(=CC=CC=C1)P(C1=CC=CC=C1)C1=CC=CC=C1.C1(=CC=CC=C1)P(C1=CC=CC=C1)C1=CC=CC=C1.C1(=CC=CC=C1)P(C1=CC=CC=C1)C1=CC=CC=C1 (tetrakis(triphenylphosphine) palladium(0)). The solvent is C(Cl)Cl (DCM), C(Cl)Cl (DCM), C(Cl)Cl (DCM). Conditions: time 15 minute. The product is N[C@H](CNC1=CC(=NO1)C=1C=C2C=CN=CC2=CC1)CC1=CC=C(C=C1)Cl (N-((S)-2-amino-3-(4-chlorophenyl)propyl)-3-(isoquinolin-6-yl)isoxazol-5-amine). The yield is 38.8%. RXN SMILES: C(OC(=O)[N:6]([CH2:22][C@@H:23]([NH:32]C(OC(C)(C)C)=O)[CH2:24][C:25]1[CH:30]=[CH:29][C:28]([Cl:31])=[CH:27][CH:26]=1)[C:7]1[O:11][N:10]=[C:9]([C:12]2[CH:13]=[C:14]3[C:19](=[CH:20][CH:21]=2)[CH:18]=[N:17][CH:16]=[CH:15]3)[CH:8]=1)C=C.C[Si](C)(C)NO[Si](C)(C)C.C(O)(C(F)(F)F)=O.[OH-].[Na+]>C(Cl)Cl.[Pd].C1(P(C2C=CC=CC=2)C2C=CC=CC=2)C=CC=CC=1.C1(P(C2C=CC=CC=2)C2C=CC=CC=2)C=CC=CC=1.C1(P(C2C=CC=CC=2)C2C=CC=CC=2)C=CC=CC=1.C1(P(C2C=CC=CC=2)C2C=CC=CC=2)C=CC=CC=1>[NH2:32][C@@H:23]([CH2:24][C:25]1[CH:26]=[CH:27][C:28]([Cl:31])=[CH:29][CH:30]=1)[CH2:22][NH:6][C:7]1[O:11][N:10]=[C:9]([C:12]2[CH:13]=[C:14]3[C:19](=[CH:20][CH:21]=2)[CH:18]=[N:17][CH:16]=[CH:15]3)[CH:8]=1 |f:3.4,6.7.8.9.10|. Procedure details: To a solution of 2-propen-1-yl((2S)-2-((tert-butoxycarbonyl)amino)-3-(4-chlorophenyl)propyl)(3-(6-isoquinolinyl)-5-isoxazolyl)carbamate (0.095 g, 0.17 mmol) in 2.5 mL of DCM was added N,O-bis(trimethylsilyl)hydroxylamine (0.11 mL, 0.51 mmol) and tetrakis(triphenylphosphine) palladium(0) (0.0058 g, 0.0051 mmol). The mixture was stirred for 15 minutes. The reaction was quenched with 5 mL of aqueous NH4Cl and the biphasic mixture was stirred for 2 hours. The mixture was then partitioned and the aqu... The reactants are Br, O=C([O-])O, Cl, O=N[O-], Nc1cccc(-c2cccc(C(=O)O)c2)c1O, [Na+], [Na+], CC1=NN(c2ccc3c(c2)CCO3)C(=O)C1. Yields the product CC1=NN(c2ccc3c(c2)CCO3)C(=O)C1=NNc1cccc(-c2cccc(C(=O)O)c2)c1O. As a reaction SMILES: [BrH:1].[C:39](=[O:40])([OH:41])[O-:42].[ClH:44].[N:19]([O-:20])=[O:21].[NH2:2][c:3]1[c:4]([OH:18])[c:5](-[c:9]2[cH:10][c:11]([C:15](=[O:16])[OH:17])[cH:12][cH:13][cH:14]2)[cH:6][cH:7][cH:8]1.[Na+:22].[Na+:43].[O:23]1[CH2:24][CH2:25][c:26]2[c:27]1[cH:28][cH:29][c:30]([N:32]1[N:33]=[C:34]([CH3:38])[CH2:35][C:36]1=[O:37])[cH:31]2>>[NH:2]([c:3]1[c:4]([OH:18])[c:5](-[c:9]2[cH:10][c:11]([C:15](=[O:16])[OH:17])[cH:12][cH:13][cH:14]2)[cH:6][cH:7][cH:8]1)[N:19]=[C:35]1[C:34]([CH3:38])=[N:33][N:32]([c:30]2[cH:29][cH:28][c:27]3[c:26]([cH:31]2)[CH2:25][CH2:24][O:23]3)[C:36]1=[O:37].